This data is from the Open Reaction Database (ORD), a public repository of structured organic reaction records. The task is: describe an organic reaction: reactants, conditions, products, and yield Reactants: NC1=CC(=NN1C)C (5-amino-1,3-dimethylpyrazole), C(C1=CC=CC=C1)(=O)N1C=NC(C1)=O (1-benzoyl-2-imidazolinone). Yields the product C(C1=CC=CC=C1)(=O)N1C(=NCC1)NC1=CC(=NN1C)C (1-Benzoyl-2(1,3-dimethyl-5-pyrazolyl) amino-2-imidazoline). RXN SMILES: [NH2:1][C:2]1[N:6]([CH3:7])[N:5]=[C:4]([CH3:8])[CH:3]=1.[C:9]([N:17]1[CH2:21][C:20](=O)[N:19]=[CH:18]1)(=[O:16])[C:10]1[CH:15]=[CH:14][CH:13]=[CH:12][CH:11]=1>>[C:9]([N:17]1[CH2:21][CH2:20][N:19]=[C:18]1[NH:1][C:2]1[N:6]([CH3:7])[N:5]=[C:4]([CH3:8])[CH:3]=1)(=[O:16])[C:10]1[CH:11]=[CH:12][CH:13]=[CH:14][CH:15]=1. Reported procedure: 5-amino-1,3-dimethylpyrazole (20.0 g.) and 1-benzoyl-2-imidazolinone (British Pat. No. 1,392,849) (28.4 g.) were reacted as described in Example I to give 22.02 g. product. mp 147°-149° The reactants are O=C(n1ccnc1)n1ccnc1, CC(C(=O)O)C(O)(Cn1cncn1)c1cc(F)ccc1F, C1CCOC1. Yields the product CC1C(=O)OC1(Cn1cncn1)c1cc(F)ccc1F. RXN SMILES: [C:22]([n:23]1[cH:24][cH:25][n:26][cH:27]1)([n:28]1[cH:29][cH:30][n:31][cH:32]1)=[O:33].[F:1][c:2]1[c:3]([C:9]([CH:10]([C:11](=[O:12])[OH:13])[CH3:14])([CH2:15][n:16]2[n:17][cH:18][n:19][cH:20]2)[OH:21])[cH:4][c:5]([F:8])[cH:6][cH:7]1.[O:34]1[CH2:35][CH2:36][CH2:37][CH2:38]1>>[F:1][c:2]1[c:3]([C:9]2([CH2:15][n:16]3[n:17][cH:18][n:19][cH:20]3)[CH:10]([CH3:14])[C:11](=[O:13])[O:21]2)[cH:4][c:5]([F:8])[cH:6][cH:7]1. The reactants are [Si](C)(C)(C(C)(C)C)OC[C@H]1CN(C[C@@H]1C1=CC=CC=C1)C(C(=O)O)C1=C(C=CC=C1)Cl (2-(R/S)-(3-(R)-(t-butyldimethylsilyloxymethyl)-4-(S)-phenylpyrrolidin-1-yl)-(2-chlorophenyl)acetic acid), C([O-])([O-])=O.[Cs+].[Cs+] (cesium carbonate), COC1=CC=C(CCl)C=C1 (4-(methoxy)benzyl chloride). Solvent: CN(C)C=O (DMF), CCOCC (ether). Reaction conditions: time 22 hour. Yields the product [Si](C)(C)(C(C)(C)C)OC[C@H]1CN(C[C@@H]1C1=CC=CC=C1)C(C(=O)OCC1=CC=C(C=C1)OC)C1=C(C=CC=C1)Cl (2-(R/S)-(3-(R)-(t-Butyldimethylsilyloxymethyl)-4-(S)-phenylpyrrolidin-1-yl)-2-(2-chlorophenyl)acetic acid, (4-methoxy)benzyl ester). RXN SMILES: [Si:1]([O:8][CH2:9][C@@H:10]1[C@@H:14]([C:15]2[CH:20]=[CH:19][CH:18]=[CH:17][CH:16]=2)[CH2:13][N:12]([CH:21]([C:25]2[CH:30]=[CH:29][CH:28]=[CH:27][C:26]=2[Cl:31])[C:22]([OH:24])=[O:23])[CH2:11]1)([C:4]([CH3:7])([CH3:6])[CH3:5])([CH3:3])[CH3:2].C(=O)([O-])[O-].[Cs+].[Cs+].[CH3:38][O:39][C:40]1[CH:47]=[CH:46][C:43]([CH2:44]Cl)=[CH:42][CH:41]=1>CN(C=O)C.CCOCC>[Si:1]([O:8][CH2:9][C@@H:10]1[C@@H:14]([C:15]2[CH:16]=[CH:17][CH:18]=[CH:19][CH:20]=2)[CH2:13][N:12]([CH:21]([C:25]2[CH:30]=[CH:29][CH:28]=[CH:27][C:26]=2[Cl:31])[C:22]([O:24][CH2:44][C:43]2[CH:46]=[CH:47][C:40]([O:39][CH3:38])=[CH:41][CH:42]=2)=[O:23])[CH2:11]1)([C:4]([CH3:7])([CH3:6])[CH3:5])([CH3:3])[CH3:2] |f:1.2.3|. Procedure: A mixture of crude 2-(R/S)-(3-(R)-(t-butyldimethylsilyloxymethyl)-4-(S)-phenylpyrrolidin-1-yl)-(2-chlorophenyl)acetic acid (from EXAMPLE 10, Step A), 338 mg (1.0 mmol) of cesium carbonate and 0.14 mL (1.0 mmol) of 4-(methoxy)benzyl chloride in 3 mL of DMF was stirred at rt for 22 h. The reaction mixture was diluted with 100 mL of ether and washed with 100 mL of 1.0 N NaHCO3. The layers were separated and the aqueous phase was extracted with 100 mL of ether. The combined organic phases were dried... The reactants are COC(C)(C)OC (dimethoxypropane), S(O)(O)(=O)=O (sulfuric acid), C(=O)(O)C1CC=2C(=COC2)C1 (5-(carboxy)-2,4,5,6-tetrahydro-cyclopenta[c]furan). Run in CO (methanol). Run at time 1 day. Yields the product C(=O)(OC)C1CC=2C(=COC2)C1 (5-(carbomethoxy)-2,4,5,6-tetrahydrocyclopenta[c]furan). Reaction SMILES: [C:1]([CH:4]1[CH2:11][C:7]2=[CH:8][O:9][CH:10]=[C:6]2[CH2:5]1)([OH:3])=[O:2].[CH3:12]OC(OC)(C)C.S(=O)(=O)(O)O>CO>[C:1]([CH:4]1[CH2:11][C:7]2=[CH:8][O:9][CH:10]=[C:6]2[CH2:5]1)([O:3][CH3:12])=[O:2]. Procedure details: Dissolve 5-(carboxy)-2,4,5,6-tetrahydro-cyclopenta[c]furan (3.6 g, 23.5 mmol) in methanol (60 mL) and treat with dimethoxypropane (5.8 mL, 47 mmol) and sulfuric acid (0.8 mL). Stir at room temperature for 1 day. Evaporate the solvent in vacuo, dilute with methylene chloride (75 mL) and wash with saturated sodium hydrogen carbonate (35 mL). Extract the aqueous phase with methylene chloride (30 mL), wash combined organics with brine (30 mL) and dry (Na2SO4). Evaporate the solvent in vacuo and pass... The reactants are N1=C(C=CC2=CC=CC=C12)C(=O)O (quinolinecarboxylic acid), S(=O)(=O)(O)C1=CC=C(C)C=C1.C(C1=CC=CC=C1)OC(CN)=O (glycine benzyl ester tosylate), C=1C=CC2=C(C1)N=NN2O (HOBT), CCCCCCC.C(C)(=O)OCC (n-heptane ethyl acetate). Run in C(Cl)Cl (methylene chloride). Yields the product C(C1=CC=CC=C1)OC(CNC(=O)C1=NC2=CC=C(C=C2C=C1OCC1=CC=CC=C1)OC(C)C)=O (N-((3-Benzyloxy-6-(2-propyloxy)quinolin-2-yl)carbonyl)glycine benzyl ester). As a reaction SMILES: [N:1]1[C:10]2[C:5](=[CH:6][CH:7]=[CH:8][CH:9]=2)[CH:4]=[CH:3][C:2]=1[C:11]([OH:13])=O.S(C1C=CC(C)=CC=1)(O)(=O)=[O:15].[CH2:25]([O:32][C:33](=[O:36])[CH2:34][NH2:35])[C:26]1[CH:31]=[CH:30][CH:29]=[CH:28][CH:27]=1.[CH:37]1[CH:38]=[CH:39][C:40]2N(O)N=N[C:41]=2[CH:42]=1.[CH3:47][CH2:48][CH2:49]CCCC.[C:54](OCC)(=[O:56])C>C(Cl)Cl>[CH2:25]([O:32][C:33](=[O:36])[CH2:34][NH:35][C:11]([C:2]1[C:3]([O:56][CH2:54][C:41]2[CH:40]=[CH:39][CH:38]=[CH:37][CH:42]=2)=[CH:4][C:5]2[C:10](=[CH:9][CH:8]=[C:7]([O:15][CH:48]([CH3:49])[CH3:47])[CH:6]=2)[N:1]=1)=[O:13])[C:26]1[CH:31]=[CH:30][CH:29]=[CH:28][CH:27]=1 |f:1.2,4.5|. Procedure details: 2.7 g (8 mmol) of the above quinolinecarboxylic acid were reacted with 2.7 g (8 mmol) of glycine benzyl ester tosylate, 4.4 ml (32 mmol) of NEM, 1.35 g (10 mmol) of HOBT and 3.6 g (8.8 mmol) of CMC in 300 ml of anhydrous methylene chloride at 20° C. for 24 hours, analogously to Example 25g). After working up and chromatography over silica gel with n-heptane/ethyl acetate (3:2), 3.5 g of oily product were obtained. Reaction SMILES: [OH:1][C:2]1[C:15]2[C@:14]34[CH2:16][CH2:17][N:18]([CH3:19])[C@@H:8]([C@@H:9]3[CH2:10][CH2:11][C:12](=[O:20])[CH2:13]4)[CH2:7][C:6]=2[CH:5]=[CH:4][CH:3]=1.C([O-])([O-])=O.[K+].[K+].Cl[C:28]1[N:32]([C:33]2[CH:38]=[CH:37][CH:36]=[CH:35][CH:34]=2)[N:31]=[N:30][N:29]=1>CN(C=O)C>[CH3:19][N:18]1[CH2:17][CH2:16][C@@:14]23[C:15]4[C:2]([O:1][C:28]5[N:32]([C:33]6[CH:38]=[CH:37][CH:36]=[CH:35][CH:34]=6)[N:31]=[N:30][N:29]=5)=[CH:3][CH:4]=[CH:5][C:6]=4[CH2:7][C@@H:8]1[C@@H:9]2[CH2:10][CH2:11][C:12](=[O:20])[CH2:13]3 |f:1.2.3|. Reactants: OC1=CC=CC=2C[C@@H]3[C@@H]4CCC(C[C@@]4(C12)CCN3C)=O (4-hydroxy-N-methylmorphinan-6-one), C(=O)([O-])[O-].[K+].[K+] (K2CO3), ClC1=NN=NN1C1=CC=CC=C1 (5-chloro-1-phenyl-1H-tetrazole). Reaction conditions: time 24 hour. Product: CN1[C@H]2[C@@H]3CCC(C[C@@]3(C=3C(=CC=CC3C2)OC2=NN=NN2C2=CC=CC=C2)CC1)=O (N-Methyl-4-(1-phenyl-1H-5-tetrazolyloxy)morphinan-6-one). Isolated yield 91.5%. Solvent: CN(C)C=O (DMF). Procedure: A mixture of 1.57 g (5.79 mmol) 4-hydroxy-N-methylmorphinan-6-one, 1.57 g (11.36 mmol) dry K2CO3 and 1.15 g (6.37 mml) 5-chloro-1-phenyl-1H-tetrazole din 30 ml dry DMF was stirred under argon for 24 h at room temperature. Then the reaction mixture was filtered, washed with CHCl3 and the filtrate was evaporated in vacuo (70° bath temperature). The oily residue was dissolved in CHCl3 and extracted with 2×20 ml 5% tartaric acid. The aqueous layer was rendered alkaline with conc. NaOH and extracted ... The reactants are Cc1cc(C)cc(OC(=O)C(Cl)c2ccccc2)c1, O=C(c1cc(C(F)(F)F)cc(C(F)(F)F)c1)N1CCC(N2CCNCC2)CC1Cc1ccccc1, [Na+], [Na+], O=C([O-])[O-]. Product: Cc1cc(C)cc(OC(=O)C(c2ccccc2)N2CCN(C3CCN(C(=O)c4cc(C(F)(F)F)cc(C(F)(F)F)c4)C(Cc4ccccc4)C3)CC2)c1. Reaction SMILES: [Cl:36][CH:37]([C:38](=[O:39])[O:40][c:41]1[cH:42][c:43]([CH3:48])[cH:44][c:45]([CH3:47])[cH:46]1)[c:49]1[cH:50][cH:51][cH:52][cH:53][cH:54]1.[F:1][C:2]([c:3]1[cH:4][c:5]([C:6](=[O:7])[N:8]2[CH:9]([CH2:20][c:21]3[cH:22][cH:23][cH:24][cH:25][cH:26]3)[CH2:10][CH:11]([N:14]3[CH2:15][CH2:16][NH:17][CH2:18][CH2:19]3)[CH2:12][CH2:13]2)[cH:27][c:28]([C:30]([F:31])([F:32])[F:33])[cH:29]1)([F:34])[F:35].[Na+:55].[Na+:56].[O-:57][C:58](=[O:59])[O-:60]>>[F:1][C:2]([c:3]1[cH:4][c:5]([C:6](=[O:7])[N:8]2[CH:9]([CH2:20][c:21]3[cH:22][cH:23][cH:24][cH:25][cH:26]3)[CH2:10][CH:11]([N:14]3[CH2:15][CH2:16][N:17]([CH:37]([C:38](=[O:39])[O:40][c:41]4[cH:42][c:43]([CH3:48])[cH:44][c:45]([CH3:47])[cH:46]4)[c:49]4[cH:50][cH:51][cH:52][cH:53][cH:54]4)[CH2:18][CH2:19]3)[CH2:12][CH2:13]2)[cH:27][c:28]([C:30]([F:31])([F:32])[F:33])[cH:29]1)([F:34])[F:35]. The reactants are [Ca+2], FC(F)=C(F)C(F)(F)OC(F)(F)C(F)(F)C(F)(F)Oc1c(F)c(F)c(F)c(F)c1F, O=S(=O)([O-])[O-], O, O. Product: Fc1c(F)c(F)c(OC(F)(F)C(F)(F)C(F)(F)OC(F)(F)C2(F)OC2(F)F)c(F)c1F. RXN SMILES: [Ca+2:32].[F:1][C:2](=[C:3]([C:4]([O:5][C:6]([C:7]([C:8]([O:9][c:10]1[c:11]([F:20])[c:12]([F:19])[c:13]([F:18])[c:14]([F:17])[c:15]1[F:16])([F:21])[F:22])([F:23])[F:24])([F:25])[F:26])([F:27])[F:28])[F:29])[F:30].[O-:33][S:34](=[O:35])(=[O:36])[O-:37].[O:31].[OH2:38]>>[F:1][C:2]1([F:30])[C:3]([C:4]([O:5][C:6]([C:7]([C:8]([O:9][c:10]2[c:11]([F:20])[c:12]([F:19])[c:13]([F:18])[c:14]([F:17])[c:15]2[F:16])([F:21])[F:22])([F:23])[F:24])([F:25])[F:26])([F:27])[F:28])([F:29])[O:33]1. Reactants: C(C1=CC=CC=C1)O[C@@H](C=O)[C@H](OCC1=CC=CC=C1)[C@H](O)COCC1=CC=CC=C1 (2,3,5-tri-O-benzyl-D-ribose), O.NN (hydrazine hydrate). Solvent: CO (methanol). Reaction conditions: time 24 hour. Product: N(N)C(=O)[C@H](OCC1=CC=CC=C1)[C@H](OCC1=CC=CC=C1)[C@H](O)COCC1=CC=CC=C1 (1-hydrazino-2,3,5-tri-O-benzyl-D-ribose). Reaction SMILES: [CH2:1]([O:8][C@H:9]([C@@H:12]([C@@H:21]([CH2:23][O:24][CH2:25][C:26]1[CH:31]=[CH:30][CH:29]=[CH:28][CH:27]=1)[OH:22])[O:13][CH2:14][C:15]1[CH:20]=[CH:19][CH:18]=[CH:17][CH:16]=1)[CH:10]=[O:11])[C:2]1[CH:7]=[CH:6][CH:5]=[CH:4][CH:3]=1.O.[NH2:33][NH2:34]>CO>[NH:33]([C:10]([C@@H:9]([C@@H:12]([C@@H:21]([CH2:23][O:24][CH2:25][C:26]1[CH:27]=[CH:28][CH:29]=[CH:30][CH:31]=1)[OH:22])[O:13][CH2:14][C:15]1[CH:16]=[CH:17][CH:18]=[CH:19][CH:20]=1)[O:8][CH2:1][C:2]1[CH:7]=[CH:6][CH:5]=[CH:4][CH:3]=1)=[O:11])[NH2:34] |f:1.2|. Procedure: 18.1 g (43 mmoles) of 2,3,5-tri-O-benzyl-D-ribose are dissolved in 18 ml of absolute methanol and, while cooling and stirring 21.5 g (43.0 mmoles) of 100% hydrazine hydrate (dissolved in 20 ml of absolute methanol) are added to the solution. After a few minutes the ice bath is removed and stirring is carried out for 24 hours at room temperature. The excess hydrazine hydrate is drawn off (oil pump) together with the methanol in a rotary evaporator at room temperature. A viscous yellow oil remains...